From a dataset of the Open Reaction Database (ORD), a public repository of structured organic reaction records. describe an organic reaction: reactants, conditions, products, and yield Reactants: O (water), ClC1=CC=C(C=C1)B(O)O ((4-chlorophenyl)boronic acid), C([O-])([O-])=O.[K+].[K+] (potassium carbonate), BrC1=C(SC(=C1)Br)C(=O)OCC (ethyl 3,5-dibromothiophene-2-carboxylate). The reagents and catalysts are C=1C=CC(=CC1)[P](C=2C=CC=CC2)(C=3C=CC=CC3)[Pd]([P](C=4C=CC=CC4)(C=5C=CC=CC5)C=6C=CC=CC6)([P](C=7C=CC=CC7)(C=8C=CC=CC8)C=9C=CC=CC9)[P](C=1C=CC=CC1)(C=1C=CC=CC1)C=1C=CC=CC1 (tetrakis(triphenylphosphine)palladium(0)). Solvent: C1(=CC=CC=C1)C (toluene). Reaction conditions: temperature 25 celsius. Product: BrC1=C(SC(=C1)C1=CC=C(C=C1)Cl)C(=O)OCC (Ethyl 3-bromo-5-(4-chlorophenyl)thiophene-2-carboxylate). The yield is 68.2%. As a reaction SMILES: [Br:1][C:2]1[CH:6]=[C:5](Br)[S:4][C:3]=1[C:8]([O:10][CH2:11][CH3:12])=[O:9].O.[Cl:14][C:15]1[CH:20]=[CH:19][C:18](B(O)O)=[CH:17][CH:16]=1.C(=O)([O-])[O-].[K+].[K+]>C1(C)C=CC=CC=1.C1C=CC([P]([Pd]([P](C2C=CC=CC=2)(C2C=CC=CC=2)C2C=CC=CC=2)([P](C2C=CC=CC=2)(C2C=CC=CC=2)C2C=CC=CC=2)[P](C2C=CC=CC=2)(C2C=CC=CC=2)C2C=CC=CC=2)(C2C=CC=CC=2)C2C=CC=CC=2)=CC=1>[Br:1][C:2]1[CH:6]=[C:5]([C:18]2[CH:19]=[CH:20][C:15]([Cl:14])=[CH:16][CH:17]=2)[S:4][C:3]=1[C:8]([O:10][CH2:11][CH3:12])=[O:9] |f:3.4.5,^1:40,42,61,80|. Procedure details: To a solution of ethyl 3,5-dibromothiophene-2-carboxylate (Prepared according to procedure reported in J. Chem. Soc. Perkin Trans-1: Organic and Bioorganic Chemistry (1972-1999), 1973, p 1766-1770), 2.0 g (6.36 mmol) in a mixture of toluene:water (35:2 ml) was added (4-chlorophenyl)boronic acid [0.99 g, 6.36 mmol] and potassium carbonate (1.76 g, 12.73 mmol) at 25° C. Nitrogen gas was bubbled through reaction mixture for 15 minutes. To the reaction mixture was then added tetrakis(triphenylphosph... The reactants are COCC1=C(C=CC(=C1)C1=NC(=NO1)C=1C=C(C(=O)Cl)C=CC1)C1=C(C=CC=C1)C (3-{5-[2-(methoxymethyl)-2′-methylbiphenyl-4-yl]-1,2,4-oxadiazol-3-yl}benzoyl chloride), Cl.C(C)OC(=O)C1(CC1)N (1-aminocyclopropane-1-carboxylic acid ethyl ester hydrochloride). Product: COCC1=C(C=CC(=C1)C1=NC(=NO1)C=1C=C(C(=O)NC2(CC2)C(=O)OCC)C=CC1)C1=C(C=CC=C1)C (Ethyl 1-[(3-{5-[2-(methoxymethyl)-2′-methylbiphenyl-4-yl]-1,2,4-oxadiazol-3-yl}benzoyl)amino]cyclopropanecarboxylate), foam. Yield: 98.0%. RXN SMILES: [CH3:1][O:2][CH2:3][C:4]1[CH:9]=[C:8]([C:10]2[O:14][N:13]=[C:12]([C:15]3[CH:16]=[C:17]([CH:21]=[CH:22][CH:23]=3)[C:18](Cl)=[O:19])[N:11]=2)[CH:7]=[CH:6][C:5]=1[C:24]1[CH:29]=[CH:28][CH:27]=[CH:26][C:25]=1[CH3:30].Cl.[CH2:32]([O:34][C:35]([C:37]1([NH2:40])[CH2:39][CH2:38]1)=[O:36])[CH3:33]>>[CH3:1][O:2][CH2:3][C:4]1[CH:9]=[C:8]([C:10]2[O:14][N:13]=[C:12]([C:15]3[CH:16]=[C:17]([CH:21]=[CH:22][CH:23]=3)[C:18]([NH:40][C:37]3([C:35]([O:34][CH2:32][CH3:33])=[O:36])[CH2:39][CH2:38]3)=[O:19])[N:11]=2)[CH:7]=[CH:6][C:5]=1[C:24]1[CH:29]=[CH:28][CH:27]=[CH:26][C:25]=1[CH3:30] |f:1.2|. Procedure: The title compound was prepared following procedure described in Example 121 starting from 3-{5-[2-(methoxymethyl)-2′-methylbiphenyl-4-yl]-1,2,4-oxadiazol-3-yl}benzoyl chloride, prepared as in example 130, and 1-aminocyclopropane-1-carboxylic acid ethyl ester hydrochloride. The title compound was obtained as a white foam (120 mg, 98%). 1H NMR: (DMSO-d6, 300 MHz) δ 9.35 (m, 1H), 8.60 (m, 1H), 8.35 (m, 1H), 8.29 (m, 1H), 8.19 (m, 1H), 8.09 (m, 1H), 7.77 (t, J=7.8 Hz, 1H), 7.43 (d, J=7.9 Hz, 1H), 7... As a reaction SMILES: [CH3:1][O:2][C:3]([C:5]1[N:9]([CH2:10][C:11]2[CH:16]=[CH:15][C:14]([C:17]3[CH:22]=[CH:21][CH:20]=[CH:19][C:18]=3[C:23]3[N:27]([C:28]([C:41]4[CH:46]=[CH:45][CH:44]=[CH:43][CH:42]=4)([C:35]4[CH:40]=[CH:39][CH:38]=[CH:37][CH:36]=4)[C:29]4[CH:34]=[CH:33][CH:32]=[CH:31][CH:30]=4)[N:26]=[N:25][N:24]=3)=[CH:13][CH:12]=2)[C:8](C)([CH2:47][CH2:48][CH3:49])[NH:7][C:6]=1O)=[O:4].[C:52](OCC)(=[O:54])C>C1COCC1.O=[Mn]=O>[CH3:1][O:2][C:3]([C:5]1[N:9]([CH2:10][C:11]2[CH:16]=[CH:15][C:14]([C:17]3[CH:22]=[CH:21][CH:20]=[CH:19][C:18]=3[C:23]3[N:27]([C:28]([C:41]4[CH:42]=[CH:43][CH:44]=[CH:45][CH:46]=4)([C:35]4[CH:36]=[CH:37][CH:38]=[CH:39][CH:40]=4)[C:29]4[CH:34]=[CH:33][CH:32]=[CH:31][CH:30]=4)[N:26]=[N:25][N:24]=3)=[CH:13][CH:12]=2)[C:8]([CH2:47][CH2:48][CH3:49])=[N:7][C:6]=1[CH:52]=[O:54])=[O:4]. Starting materials: COC(=O)C1=C(NC(N1CC1=CC=C(C=C1)C1=C(C=CC=C1)C1=NN=NN1C(C1=CC=CC=C1)(C1=CC=CC=C1)C1=CC=CC=C1)(CCC)C)O (5-methoxycarbonyl-4-hydroxy-methyl-2-propyl-1-[(2'-(N-trityltetrazol-5-yl)biphen-4-yl)methyl]imidazole), C(C)(=O)OCC (ethyl acetate). The solvent is C1CCOC1 (THF). Reported procedure: A suspension of 10.00 g (14.82 mmole) of 5-methoxycarbonyl-4-hydroxy-methyl-2-propyl-1-[(2'-(N-trityltetrazol-5-yl)biphen-4-yl)methyl]imidazole (Example 101, Part A) in 200 mL THF was added to a stirring slurry of 12.88 g (148.2 mmole) of MnO2 at room temperature. The mixture was stirred at room temperature for 2 days. 3.22 g (37.0 mmole) of additional MnO2 was added to the mixture and stirred at room temperature for 5 hours after which TLC (ethyl acetate) showed no starting material. The produc... The yield is 81.0%. Run at time 2 day. Yields the product COC(=O)C1=C(N=C(N1CC1=CC=C(C=C1)C1=C(C=CC=C1)C1=NN=NN1C(C1=CC=CC=C1)(C1=CC=CC=C1)C1=CC=CC=C1)CCC)C=O (5-Methoxycarbonyl-2-propyl-1-[(2'-(N-trityltetrazol-5-yl)biphen-4-yl)methyl]imidazol-4-carboxaldehyde). The reagents and catalysts are O=[Mn]=O (MnO2), O=[Mn]=O (MnO2). Starting materials: C1(=CC=CC=C1)S(=O)(=O)N1N=CC=2C(=CC(=CC12)C=1C=C2C(=NC1)N(N=C2)S(=O)(=O)C2=CC=CC=C2)N (1-(phenylsulfonyl)-6-[1-(phenylsulfonyl)-1H-pyrazolo[3,4-b]pyridin-5-yl]-1H-indazol-4-amine), CCN(C(C)C)C(C)C (DIPEA), ClCC1=CC=CC(=N1)C(=O)Cl (6-(chloromethyl)-2-pyridinecarbonyl chloride), ClCC1=CC=CC(=N1)C(=O)Cl (6-(chloromethyl)-2-pyridinecarbonyl chloride), O (Water). Run in C(Cl)(Cl)Cl (chloroform), C(Cl)(Cl)Cl (chloroform). Reaction conditions: temperature 0 celsius, time 15 minute. The product is ClCC1=CC=CC(=N1)C(=O)NC1=C2C=NN(C2=CC(=C1)C=1C=C2C(=NC1)N(N=C2)S(=O)(=O)C2=CC=CC=C2)S(=O)(=O)C2=CC=CC=C2 (6-(Chloromethyl)-N-{1-(phenylsulfonyl)-6-[1-(phenylsulfonyl)-1H-pyrazolo[3,4-b]pyridin-5-yl]-1H-indazol-4-yl}-2-pyridinecarboxamide). RXN SMILES: [Cl:1][CH2:2][C:3]1[N:8]=[C:7]([C:9](Cl)=[O:10])[CH:6]=[CH:5][CH:4]=1.[C:12]1([S:18]([N:21]2[C:29]3[CH:28]=[C:27]([C:30]4[CH:31]=[C:32]5[CH:38]=[N:37][N:36]([S:39]([C:42]6[CH:47]=[CH:46][CH:45]=[CH:44][CH:43]=6)(=[O:41])=[O:40])[C:33]5=[N:34][CH:35]=4)[CH:26]=[C:25]([NH2:48])[C:24]=3[CH:23]=[N:22]2)(=[O:20])=[O:19])[CH:17]=[CH:16][CH:15]=[CH:14][CH:13]=1.CCN(C(C)C)C(C)C.O>C(Cl)(Cl)Cl>[Cl:1][CH2:2][C:3]1[N:8]=[C:7]([C:9]([NH:48][C:25]2[CH:26]=[C:27]([C:30]3[CH:31]=[C:32]4[CH:38]=[N:37][N:36]([S:39]([C:42]5[CH:43]=[CH:44][CH:45]=[CH:46][CH:47]=5)(=[O:41])=[O:40])[C:33]4=[N:34][CH:35]=3)[CH:28]=[C:29]3[C:24]=2[CH:23]=[N:22][N:21]3[S:18]([C:12]2[CH:17]=[CH:16][CH:15]=[CH:14][CH:13]=2)(=[O:20])=[O:19])=[O:10])[CH:6]=[CH:5][CH:4]=1. Reported procedure: To a solution of 6-(hydroxymethyl)-2-pyridinecarboxylic acid (500 mg, 3.27 mmol) in chloroform (10 ml) and N,N-dimethylformamide (DMF) (0.1 ml) was added thionyl chloride (1 ml, 13.70 mmol) and the mixture heated at 65° C. for 1 hr. Solvent was removed in vacuo and the residue was azeotroped with chloroform (5 ml) then dried on a high vacuum line for 30 mins to afford an orange oil (650 mg), presumed to be 6-(chloromethyl)-2-pyridinecarbonyl chloride. To solution of 1-(phenylsulfonyl)-6-[1-(phen... Reactants: N (ammonia), C(#N)C1=C(C=CC=C1Cl)S(=O)(=O)Cl (2-cyano-3-chlorobenzenesulphonylchloride). Solvent: O1CCOCC1 (dioxane), O (water). Yields the product NC1=NS(C2=C1C(=CC=C2)Cl)(=O)=O (3-amino-4-chloro-benzo[d]isothiazole-1,1-dioxide). RXN SMILES: [NH3:1].[C:2]([C:4]1[C:9]([Cl:10])=[CH:8][CH:7]=[CH:6][C:5]=1[S:11](Cl)(=[O:13])=[O:12])#[N:3]>O1CCOCC1.O>[NH2:3][C:2]1[C:4]2[C:9]([Cl:10])=[CH:8][CH:7]=[CH:6][C:5]=2[S:11](=[O:13])(=[O:12])[N:1]=1. Procedure: 12.5 ml of 25% ammonia were added at approx. 60° C. to a solution of 11,8 g of 2-cyano-3-chlorobenzenesulphonylchloride in 20 ml of dioxane. After heating on a steam bath for 30 minutes the reaction mixture was cooled and diluted with water. The resulting crystalline product was sucked off, washed with water and dried. The desired product was obtained in a yield of 8.9 g. After recrystallization from ethanol, the product melted at 261°-263° C. Reactants: Cc1cccnn1, CC(C)[N-]C(C)C, COC(=O)c1ccc(F)cc1F, [Li+], C1CCOC1. The product is O=C(Cc1cccnn1)c1ccc(F)cc1F. As a reaction SMILES: [CH3:1][c:2]1[n:3][n:4][cH:5][cH:6][cH:7]1.[CH:8]([N-:9][CH:10]([CH3:11])[CH3:12])([CH3:13])[CH3:14].[F:16][c:17]1[c:18]([C:19](=[O:20])[O:21][CH3:22])[cH:23][cH:24][c:25]([F:27])[cH:26]1.[Li+:15].[O:28]1[CH2:29][CH2:30][CH2:31][CH2:32]1>>[CH2:1]([c:2]1[n:3][n:4][cH:5][cH:6][cH:7]1)[C:19]([c:18]1[c:17]([F:16])[cH:26][c:25]([F:27])[cH:24][cH:23]1)=[O:20].